describe an organic reaction: reactants, conditions, products, and yield From a dataset of the Open Reaction Database (ORD), a public repository of structured organic reaction records. The reactants are C(C)OC(=O)C=1NC(=C(C1)CCC1=CC(=CC=C1)OC)C (4-[2-(3-Methoxy-phenyl)-ethyl]-5-methyl-1H-pyrrole-2-carboxylic acid ethyl ester), [OH-].[Na+] (NaOH). The solvent is CCO (EtOH). Conditions: temperature 80 celsius. The product is COC=1C=C(C=CC1)CCC=1C=C(NC1C)C(=O)O (4-[2-(3-Methoxyphenyl)-ethyl]-5-methyl-1H-pyrrole-2-carboxylic acid). Reaction SMILES: C([O:3][C:4]([C:6]1[NH:7][C:8]([CH3:21])=[C:9]([CH2:11][CH2:12][C:13]2[CH:18]=[CH:17][CH:16]=[C:15]([O:19][CH3:20])[CH:14]=2)[CH:10]=1)=[O:5])C.[OH-].[Na+]>CCO>[CH3:20][O:19][C:15]1[CH:14]=[C:13]([CH2:12][CH2:11][C:9]2[CH:10]=[C:6]([C:4]([OH:5])=[O:3])[NH:7][C:8]=2[CH3:21])[CH:18]=[CH:17][CH:16]=1 |f:1.2|. Procedure: To a solution of 4-[2-(3-methoxy-phenyl)-ethyl]-5-methyl-1H-pyrrole-2-carboxylic acid ethyl ester (127) in EtOH, 3 equiv of NaOH aq (3 M) was added then the mixture was heated at 80° C. for 1 hour. When the reaction is judged complete, the solvent was removed under vacuum, H2O was added and an equal volume of Et2O was added. The organic layer was removed then the aqueous layer was made acidic with HCl (1M). If the product precipitated out at this point, it was filtered off, washed with H2O, and ... The reactants are COC=1C=CC(=NC1)C (5-methoxy-2-methylpyridine), ClC=1C=C(C(=O)OO)C=CC1 (3-chloro peroxybenzoic acid), CCOC(=O)C (EtOAc). The solvent is petroleum ether, C(Cl)Cl (DCM). Conditions: time 3 hour. The product is COC=1C=CC(=[N+](C1)[O-])C (5-Methoxy-2-methylpyridine 1-oxide). Reaction SMILES: [CH3:1][O:2][C:3]1[CH:4]=[CH:5][C:6]([CH3:9])=[N:7][CH:8]=1.ClC1C=C(C=CC=1)C(OO)=[O:15].CCOC(C)=O>C(Cl)Cl>[CH3:1][O:2][C:3]1[CH:4]=[CH:5][C:6]([CH3:9])=[N+:7]([O-:15])[CH:8]=1. Reported procedure: To a stirred solution of 5-methoxy-2-methylpyridine (15 g, 0.121 mol) in DCM (200 mL) was added 3-chloro peroxybenzoic acid (23.14 g, 0.134 mol, Aldrich). The reaction was stirred at rt for 3 h. Reaction progress was monitored by TLC (50% EtOAc in petroleum ether). After completion of reaction, the reaction mixture was concentrated under reduced pressure providing the product as a yellow oil. The oil was dissolved in EtOAc (50 mL) and passed through a silica gel plug (60-120 mesh) and the plug e... Starting materials: ClCCCCCOC=1C=C(C=CC1)C1(C(COC2=C1C=CC(=C2)OCOC)C2=CC=C(C=C2)OCOC)O (4-[3-(5-Chloropentyloxy)phenyl]-4-hydroxy-7-methoxymethyloxy-3-[4-(methoxymethyloxy)phenyl]-2,3-dihydro-4H-benzopyran). The reagents and catalysts are [Pd] (Pd/C). Solvent: CO (methanol). Conditions: time 2 hour. Yields the product ClCCCCCOC=1C=C(C=CC1)C1C(COC2=C1C=CC(=C2)OCOC)C2=CC=C(C=C2)OCOC (4-[3-(5-chloropentyloxy)phenyl]-7-methoxymethyloxy-3-[4-(methoxymethyloxy)phenyl]-2,3-dihydro-4H-benzopyran). Yield: 95.0%. RXN SMILES: [Cl:1][CH2:2][CH2:3][CH2:4][CH2:5][CH2:6][O:7][C:8]1[CH:9]=[C:10]([C:14]2(O)[C:19]3[CH:20]=[CH:21][C:22]([O:24][CH2:25][O:26][CH3:27])=[CH:23][C:18]=3[O:17][CH2:16][CH:15]2[C:28]2[CH:33]=[CH:32][C:31]([O:34][CH2:35][O:36][CH3:37])=[CH:30][CH:29]=2)[CH:11]=[CH:12][CH:13]=1>CO.[Pd]>[Cl:1][CH2:2][CH2:3][CH2:4][CH2:5][CH2:6][O:7][C:8]1[CH:9]=[C:10]([CH:14]2[C:19]3[CH:20]=[CH:21][C:22]([O:24][CH2:25][O:26][CH3:27])=[CH:23][C:18]=3[O:17][CH2:16][CH:15]2[C:28]2[CH:33]=[CH:32][C:31]([O:34][CH2:35][O:36][CH3:37])=[CH:30][CH:29]=2)[CH:11]=[CH:12][CH:13]=1. Procedure details: 4-[3-(5-Chloropentyloxy)phenyl]-4-hydroxy-7-methoxymethyloxy-3-[4-(methoxymethyloxy)phenyl]-2,3-dihydro-4H-benzopyran (307 mg, 0.56 mmol) was dissolved in methanol (15 ml), and 10% Pd/C (102 mg) was slowly added dropwise thereto. Then the reaction mixture was stirred under hydrogen atmosphere for 2 hours and filtered. The filtrate was concentrated under reduced pressure to remove the organic solvent. The concentrate was separated by column chromatography (n-hexane:ethyl acetate=8:1) to obtain 28...